Dataset: the Open Reaction Database (ORD), a public repository of structured organic reaction records. Task: describe an organic reaction: reactants, conditions, products, and yield Starting materials: C(=O)([O-])[O-].[Na+].[Na+] (Na2CO3), OC(C[C@@]1(CCN(C(O1)=O)[C@@H](C)C1=CC=C(C=C1)B1OC(C(O1)(C)C)(C)C)C1=CC=CC=C1)(C)C ((S)-6-(2-hydroxy-2-methylpropyl)-6-phenyl-3-[(S)-1-(4-(4,4,5,5-tetramethyl-1,3,2-dioxaborolan-2-yl)phenyl)ethyl]-1,3-oxazinan-2-one), BrC=1C=CC(N(C1)CC1CC1)=O (5-bromo-1-cyclopropylmethyl-1H-pyridin-2-one). The solvent is CN(C=O)C (dimethyl-formamide). Reaction conditions: temperature 100 celsius, time 4 hour. The product is C1(CC1)CN1C=C(C=CC1=O)C1=CC=C(C=C1)[C@H](C)N1C(O[C@](CC1)(C1=CC=CC=C1)CC(C)(C)O)=O (3-{(S)-1-[4-(1-Cyclopropylmethyl-6-oxo-1,6-dihydro-pyridin-3-yl)-phenyl]-ethyl}-(S)-6-(2-hydroxy-2-methyl-propyl)-6-phenyl-[1,3]oxazinan-2-one). As a reaction SMILES: C([O-])([O-])=O.[Na+].[Na+].[OH:7][C:8]([CH3:41])([CH3:40])[CH2:9][C@@:10]1([C:34]2[CH:39]=[CH:38][CH:37]=[CH:36][CH:35]=2)[O:15][C:14](=[O:16])[N:13]([C@H:17]([C:19]2[CH:24]=[CH:23][C:22](B3OC(C)(C)C(C)(C)O3)=[CH:21][CH:20]=2)[CH3:18])[CH2:12][CH2:11]1.Br[C:43]1[CH:44]=[CH:45][C:46](=[O:53])[N:47]([CH2:49][CH:50]2[CH2:52][CH2:51]2)[CH:48]=1>CN(C)C=O>[CH:50]1([CH2:49][N:47]2[C:46](=[O:53])[CH:45]=[CH:44][C:43]([C:22]3[CH:21]=[CH:20][C:19]([C@@H:17]([N:13]4[CH2:12][CH2:11][C@:10]([CH2:9][C:8]([OH:7])([CH3:40])[CH3:41])([C:34]5[CH:39]=[CH:38][CH:37]=[CH:36][CH:35]=5)[O:15][C:14]4=[O:16])[CH3:18])=[CH:24][CH:23]=3)=[CH:48]2)[CH2:52][CH2:51]1 |f:0.1.2|. Procedure: 2 M aqueous Na2CO3 solution (0.84 mL) was added to a solution of (S)-6-(2-hydroxy-2-methylpropyl)-6-phenyl-3-[(S)-1-(4-(4,4,5,5-tetramethyl-1,3,2-dioxaborolan-2-yl)phenyl)ethyl]-1,3-oxazinan-2-one (0.40 g) and 5-bromo-1-cyclopropylmethyl-1H-pyridin-2-one (0.24 g) in dimethyl-formamide (4 mL). The resulting mixture was sparged with argon for 10 min, before [1,1′-bis(diphenylphosphino)ferrocene]-dichloropalladium(II) dichloromethane complex (34 mg) was added. The mixture was heated to 100° C. and ... Starting materials: Cc1ccccc1, C[Si](C)(C)[N-][Si](C)(C)C, N#CC1CCCCC1, Clc1nccs1, [Na+]. The product is N#CC1(c2nccs2)CCCCC1. RXN SMILES: [CH3:25][c:26]1[cH:27][cH:28][cH:29][cH:30][cH:31]1.[CH3:9][Si:10]([N-:11][Si:12]([CH3:13])([CH3:14])[CH3:15])([CH3:16])[CH3:17].[CH:1]1([C:7]#[N:8])[CH2:2][CH2:3][CH2:4][CH2:5][CH2:6]1.[Cl:19][c:20]1[n:21][cH:22][cH:23][s:24]1.[Na+:18]>>[C:1]1([C:7]#[N:8])([c:20]2[n:21][cH:22][cH:23][s:24]2)[CH2:2][CH2:3][CH2:4][CH2:5][CH2:6]1. Reactants: BrCC(=O)N[C@H]1[C@H]2SCC(=C(N2C1=O)C(=O)O)/C=C\1/C(N(CC1)CC1=CC=C(C=C1)O)=O ((E)-(6R,7R)-7-(2-bromo-acetylamino)-3-[1-(4-hydroxy-benzyl)-2-oxo-pyrrolidin-3-ylidenemethyl]-8-oxo-5-thia-1-aza-bicyclo[4.2.0]oct-2-ene-2-carboxylic acid), [Na].SC1=CC(=NC=2N1N=C(N2)C=2C=C(C(O)=CC2)O)C (4-[7-mercapto-5-methyl-s-triazolo[1,5-a]pyrimidin-2-yl]pyrocatechol sodium salt). The solvent is CN(C=O)C (N,N-dimethylformamide). Conditions: time 1 hour. Product: OC=1C=C(C=CC1O)C1=NN2C(N=C(C=C2SCC(=O)N[C@H]2[C@H]3SCC(=C(N3C2=O)C(=O)O)/C=C\2/C(N(CC2)CC2=CC=C(C=C2)O)=O)C)=N1 ((E)-(6R,7R)-7-[2-[2-(3,4-Dihydroxy-phenyl)-5-methyl-[1,2,4]triazolo[1,5-a]pyrimidin-7-ylsulfanyl]-acetylamino]-3-[1-(4-hydroxy-benzyl)-2-oxo-pyrrolidin-3-ylidenemethyl]-8-oxo-5-thia-1-aza-bicyclo[4.2.0]oct-2-ene-2-carboxylic acid). As a reaction SMILES: Br[CH2:2][C:3]([NH:5][C@@H:6]1[C:13](=[O:14])[N:12]2[C@@H:7]1[S:8][CH2:9][C:10](/[CH:18]=[C:19]1/[C:20](=[O:32])[N:21]([CH2:24][C:25]3[CH:30]=[CH:29][C:28]([OH:31])=[CH:27][CH:26]=3)[CH2:22][CH2:23]/1)=[C:11]2[C:15]([OH:17])=[O:16])=[O:4].[Na].[SH:34][C:35]1[N:40]2[N:41]=[C:42]([C:44]3[CH:45]=[C:46]([OH:51])[C:47](=[CH:49][CH:50]=3)[OH:48])[N:43]=[C:39]2[N:38]=[C:37]([CH3:52])[CH:36]=1>CN(C)C=O>[OH:51][C:46]1[CH:45]=[C:44]([C:42]2[N:43]=[C:39]3[N:38]=[C:37]([CH3:52])[CH:36]=[C:35]([S:34][CH2:2][C:3]([NH:5][C@@H:6]4[C:13](=[O:14])[N:12]5[C@@H:7]4[S:8][CH2:9][C:10](/[CH:18]=[C:19]4/[C:20](=[O:32])[N:21]([CH2:24][C:25]6[CH:30]=[CH:29][C:28]([OH:31])=[CH:27][CH:26]=6)[CH2:22][CH2:23]/4)=[C:11]5[C:15]([OH:17])=[O:16])=[O:4])[N:40]3[N:41]=2)[CH:50]=[CH:49][C:47]=1[OH:48] |f:1.2,^1:32|. Procedure details: (E)-(6R,7R)-7-(2-bromo-acetylamino)-3-[1-(4-hydroxy-benzyl)-2-oxo-pyrrolidin-3-ylidenemethyl]-8-oxo-5-thia-1-aza-bicyclo[4.2.0]oct-2-ene-2-carboxylic acid (see ex. C34a) (200.0 mg, 0.38 mmol) was dissolved in 4 ml N,N-dimethylformamide and 4-[7-mercapto-5-methyl-s-triazolo[1,5-a]pyrimidin-2-yl]pyrocatechol sodium salt (124.0 mg, 0.42 mmol) was added. After 5 h the reaction mixture was poured on diethyl ether and the suspension was filtered. The solid material was digerated with 10 ml ethyl aceta...